From a dataset of the Open Reaction Database (ORD), a public repository of structured organic reaction records. describe an organic reaction: reactants, conditions, products, and yield Starting materials: C(C)OC(C=C(C(F)(F)F)C)=O (4,4,4-Trifluoro-3-methyl-but-2-enoic acid ethyl ester), O.NN (hydrazine monohydrate). Run in C(C)O (ethanol), C(C)O (ethanol). Reaction conditions: temperature 80 celsius, time 16 hour. Yields the product CC1(CC(NN1)=O)C(F)(F)F ((RS)-5-methyl-5-trifluoromethyl-pyrazolidin-3-one). As a reaction SMILES: C([O:3][C:4](=O)[CH:5]=[C:6]([CH3:11])[C:7]([F:10])([F:9])[F:8])C.O.[NH2:14][NH2:15]>C(O)C>[CH3:11][C:6]1([C:7]([F:10])([F:9])[F:8])[NH:15][NH:14][C:4](=[O:3])[CH2:5]1 |f:1.2|. Procedure details: (300 mg, 1.65 mmol) 4,4,4-Trifluoro-3-methyl-but-2-enoic acid ethyl ester (CAS 24490-03-7) was dissolved in ethanol (3 ml) and hydrazine monohydrate 64% in ethanol (0.13 ml, 1.73 mmol, 1.05 equiv.) was added at room temperature and stirred in a sealed tube for 16 hours at 80° C. The reaction mixture was evaporated to dryness. The desired (RS)-5-methyl-5-trifluoromethyl-pyrazolidin-3-one (280 mg, quant.) was obtained as a white solid, MS: m/e=169.2 (M+H+). Reactants: C1(=CC=CC=C1)P(=O)(C1=CC=CC=C1)N=[N+]=[N-] (Diphenylphosphoryl azide), N12CCCCCC2=NCCC1 (1,8-diazabicyclo[5.4.0]undec-7-ene), S1C(=NC=C1)CO (thiazol-2-yl-methanol). Solvent: C1(=CC=CC=C1)C (toluene), C1(=CC=CC=C1)C (toluene). Conditions: time 8 hour. The product is N(=[N+]=[N-])CC=1SC=CN1 (2-azidomethyl-thiazole). Yield: 60.4%. Reaction SMILES: C1(P([N:15]=[N+:16]=[N-:17])(C2C=CC=CC=2)=O)C=CC=CC=1.N12CCCN=C1CCCCC2.[S:29]1[CH:33]=[CH:32][N:31]=[C:30]1[CH2:34]O>C1(C)C=CC=CC=1>[N:15]([CH2:34][C:30]1[S:29][CH:33]=[CH:32][N:31]=1)=[N+:16]=[N-:17]. Reported procedure: Diphenylphosphoryl azide (3.25 mL, 0.015 mol) and 1,8-diazabicyclo[5.4.0]undec-7-ene (2.25 mL, 0.025 mol) were added to a solution of thiazol-2-yl-methanol (1.44 g, 0.013 mol) in toluene (20 mL) at 0° C. After 1 h the reaction was warmed to room temperature and stirred overnight. The mixture was diluted with toluene (20 mL) and washed with H2O (3×) brine (1×), dried (Na2SO4), filtered and concentrated in vacuo. The residue was purified by flash chromatography (30% ethyl acetate/hexanes) to affor... Starting materials: CN(C(C)=O)C1=CC(=CC=C1)C=1N=NC(=CC1)Cl (N-methyl-N-[3-(6-chloro-3-pyridazinyl)phenyl]acetamide), C(C)NC(NN)=S (4-ethyl-3-thiosemicarbazide). Run in C(C)O (ethanol). The product is CN(C(C)=O)C1=CC(=CC=C1)C=1C=CC=2N(N1)C(=NN2)NCC (N-Methyl-N-[3-[3-(ethylamino)-1,2,4-triazolo[4,3-b]pyridazin-6-yl]phenyl]acetamide). Isolated yield 16.9%. As a reaction SMILES: [CH3:1][N:2]([C:6]1[CH:11]=[CH:10][CH:9]=[C:8]([C:12]2[N:13]=[N:14][C:15](Cl)=[CH:16][CH:17]=2)[CH:7]=1)[C:3](=[O:5])[CH3:4].[CH2:19]([NH:21][C:22](=S)[NH:23][NH2:24])[CH3:20]>C(O)C>[CH3:1][N:2]([C:6]1[CH:11]=[CH:10][CH:9]=[C:8]([C:12]2[CH:17]=[CH:16][C:15]3[N:14]([C:22]([NH:21][CH2:19][CH3:20])=[N:23][N:24]=3)[N:13]=2)[CH:7]=1)[C:3](=[O:5])[CH3:4]. Procedure: A solution of 6.0 g N-methyl-N-[3-(6-chloro-3-pyridazinyl)phenyl]acetamide and 5.5 g 4-ethyl-3-thiosemicarbazide in 200 ml ethanol was refluxed for 18 hours and treated in similar fashion to Example 67. Chromatography on silica gel and recrystalization from dichloromethane-hexane afforded 1.2 g yellow crystals, mp 225°-227° C. The reactants are ClC1=NC(=NC(=N1)Cl)NC1=CC(=C(C=C1)F)C(F)(F)F ((4,6-Dichloro-[1,3,5]triazin-2-yl)-(4-fluoro-3-trifluoromethylphenyl)amine), i-Pr2(Et)N, ClC1=CC=C(C=N1)CN ((6-chloropyridin-3-yl)methylamine). Solvent: O1CCOCC1 (dioxane), O (water), C(C)(=O)OCC (ethyl acetate). Conditions: temperature 50 celsius. Product: ClC1=NC(=NC(=N1)NCC=1C=NC(=CC1)Cl)NC1=CC(=C(C=C1)F)C(F)(F)F (6-Chloro-N-(6-chloropyridin-3-ylmethyl)-N′-(4-fluoro-3-trifluoromethylphenyl)-1,3,5-triazine-2,4-diamine). Yield: 60.0%. RXN SMILES: Cl[C:2]1[N:7]=[C:6]([Cl:8])[N:5]=[C:4]([NH:9][C:10]2[CH:15]=[CH:14][C:13]([F:16])=[C:12]([C:17]([F:20])([F:19])[F:18])[CH:11]=2)[N:3]=1.[Cl:21][C:22]1[N:27]=[CH:26][C:25]([CH2:28][NH2:29])=[CH:24][CH:23]=1>O1CCOCC1.O.C(OCC)(=O)C>[Cl:8][C:6]1[N:7]=[C:2]([NH:29][CH2:28][C:25]2[CH:26]=[N:27][C:22]([Cl:21])=[CH:23][CH:24]=2)[N:3]=[C:4]([NH:9][C:10]2[CH:15]=[CH:14][C:13]([F:16])=[C:12]([C:17]([F:20])([F:19])[F:18])[CH:11]=2)[N:5]=1. Reported procedure: To a stirred solution of (4,6-Dichloro-[1,3,5]triazin-2-yl)-(4-fluoro-3-trifluoromethylphenyl)amine (XVII) (2.0 g, 6.11 mmol) in dioxane (5 mL) was added i-Pr2(Et)N (0.832 g, 6.44 mmol) and (6-chloropyridin-3-yl)methylamine (0.912 g, 6.44 mmol), and the mixture heated at 50° C. for 12 h. The mixture was cooled to ambient temperature and diluted with water and ethyl acetate. The organic phase was separated, washed with brine and concentrated under vacuum to give 1 6-chloro-N-(6-chloropyridin-3-yl... Starting materials: C(#N)C#CC#N (dicyanoacetylene), C(CCCC)[C@@H]1CC[C@H](CC1)CC\C=C\C=CCCC (1-(trans-4-pentylcyclohexyl)-3,5-trans-nonadiene). The reagents and catalysts are C1(O)=CC=C(O)C=C1 (hydroquinone). Run in O1CCCC1 (tetrahydrofuran), O1CCCC1 (tetrahydrofuran). Conditions: time 2.5 hour. The product is 5-trans-diene, C(#N)C1=C(C(C=CC1CCC)CC[C@@H]1CC[C@H](CC1)CCCCC)C#N (1,2-dicyano-3-[2-(trans-4-pentylcyclohexyl)ethyl]-6-propyl-1,4-cyclohexadiene). Isolated yield 61.1%. As a reaction SMILES: [CH2:1]([C@H:6]1[CH2:11][CH2:10][C@H:9]([CH2:12][CH2:13]/[CH:14]=[CH:15]/[CH:16]=[CH:17][CH2:18][CH2:19][CH3:20])[CH2:8][CH2:7]1)[CH2:2][CH2:3][CH2:4][CH3:5].[C:21]([C:23]#[C:24][C:25]#[N:26])#[N:22]>O1CCCC1.C1(C=CC(O)=CC=1)O>[C:21]([C:23]1[CH:17]([CH2:18][CH2:19][CH3:20])[CH:16]=[CH:15][CH:14]([CH2:13][CH2:12][C@H:9]2[CH2:8][CH2:7][C@H:6]([CH2:1][CH2:2][CH2:3][CH2:4][CH3:5])[CH2:11][CH2:10]2)[C:24]=1[C:25]#[N:26])#[N:22]. Procedure: 9.5 g of 1-(trans-4-pentylcyclohexyl)-3,5-trans-nonadiene were dissolved in 62 ml of tetrahydrofuran in a round flask and treated with 14 mg of hydroquinone. A solution of 3.2 g of dicyanoacetylene in 18 ml of tetrahydrofuran was subsequently added by means of a pipette and the pipette was rinsed twice with 9 ml of tetrahydrofuran each time. The mixture was stirred at room temperature for 2.5 hours and then overnight at 40°-45° C. (bath temperature) under nitrogen. The dark brown solution was th... Reactants: C(C=1C(=CC=CC1)OC)=CC(C)=O (o-anisalacetone), CCOCC.C(C)(=O)[O-] (ether acetate). Reagents/catalysts: [Pt]=O (platinum oxide). Product: COC1=C(C=CC=C1)CCC(C)=O (1-(o-methoxyphenyl)-3-butanone). The yield is 45.0%. Reaction SMILES: [CH:1](=[CH:10][C:11](=[O:13])[CH3:12])[C:2]1[C:3]([O:8][CH3:9])=[CH:4][CH:5]=[CH:6][CH:7]=1.CCOCC.C([O-])(=O)C>[Pt]=O>[CH3:9][O:8][C:3]1[CH:4]=[CH:5][CH:6]=[CH:7][C:2]=1[CH2:1][CH2:10][C:11](=[O:13])[CH3:12] |f:1.2|. Reported procedure: The crude o-anisalacetone is hydrogenated (100 g/l liter of ether acetate and 1 g of platinum oxide) and then distilled to give 1.25 moles (45%) of 1-(o-methoxyphenyl)-3-butanone, bp 90°-110° C., 0.15 mm Hg. The reactants are BrC1CCCC1, [K+], [K+], O=C([O-])[O-], CN(C)C=O, O, COc1ccc(-c2nc(C(N)=O)c[nH]2)cc1O. Yields the product COc1ccc(-c2nc(C(N)=O)c[nH]2)cc1OC1CCCC1. Reaction SMILES: [CH:18]1([Br:23])[CH2:19][CH2:20][CH2:21][CH2:22]1.[K+:24].[K+:25].[O-:26][C:27]([O-:28])=[O:29].[O:30]=[CH:31][N:32]([CH3:33])[CH3:34].[OH2:35].[OH:1][c:2]1[cH:3][c:4](-[c:10]2[nH:11][cH:12][c:13]([C:15](=[O:16])[NH2:17])[n:14]2)[cH:5][cH:6][c:7]1[O:8][CH3:9]>>[O:1]([c:2]1[cH:3][c:4](-[c:10]2[nH:11][cH:12][c:13]([C:15](=[O:16])[NH2:17])[n:14]2)[cH:5][cH:6][c:7]1[O:8][CH3:9])[CH:18]1[CH2:19][CH2:20][CH2:21][CH2:22]1. The reactants are C1=CC=CC=2C1=C1N=C3C=CC=CC3=NC1=CC2 (Benzo(A)phenazine), IC (iodomethane), C(OC)COC (dimethoxyethane), [K].[Na] (potassium sodium), alkali metal. Yields the product CC1C2=C(C3=NC4=CC(C=CC4=NC3=C1)C)C=CC=C2 (5,10-dimethyl-5,10-dihydrobenzo(A)phenazine). Reaction SMILES: [CH:1]1[C:6]2=[C:7]3[C:16](=[CH:17][CH:18]=[C:5]2C=[CH:3][CH:2]=1)[N:15]=[C:14]1[C:9]([CH:10]=[CH:11][CH:12]=[CH:13]1)=[N:8]3.[K].[Na].I[CH3:22].[CH2:23]([CH2:26]OC)OC>>[CH3:5][CH:18]1[CH:17]=[C:16]2[C:7](=[N:8][C:9]3[C:14](=[N:15]2)[CH:13]=[CH:12][CH:11]([CH3:22])[CH:10]=3)[C:6]2[CH:1]=[CH:2][CH:3]=[CH:23][C:26]1=2 |f:1.2,^1:18,19|. Reported procedure: This phenazine was reduced with a 3:1 potassium/sodium metal alloy in dimethoxyethane, to the brick red alkali metal adduct. Alkylation occurred over 1 hour with addition of iodomethane. Residual K/Na alloy was quenched with addition of ethanol. The product was isolated with column chromatography and was recrystallized from ethylacetate/hexane. 2.0 grams of product was isolated for a 38% overall yield. The reactants are COc1cc(N2CCC(N3CCCC3)CC2)ccc1N, CCO, CCC1C(=O)N(C)c2cnc(Cl)nc2N1C(C)C, Cl. The product is CCC1C(=O)N(C)c2cnc(Nc3ccc(N4CCC(N5CCCC5)CC4)cc3OC)nc2N1C(C)C. Reaction SMILES: [CH3:20][O:21][c:22]1[c:23]([NH2:39])[cH:24][cH:25][c:26]([N:28]2[CH2:29][CH2:30][CH:31]([N:34]3[CH2:35][CH2:36][CH2:37][CH2:38]3)[CH2:32][CH2:33]2)[cH:27]1.[CH3:40][CH2:41][OH:42].[Cl:1][c:2]1[n:3][c:4]2[c:9]([cH:10][n:11]1)[N:8]([CH3:12])[C:7](=[O:13])[CH:6]([CH2:14][CH3:15])[N:5]2[CH:16]([CH3:17])[CH3:18].[ClH:19]>>[c:2]1([NH:39][c:23]2[c:22]([O:21][CH3:20])[cH:27][c:26]([N:28]3[CH2:29][CH2:30][CH:31]([N:34]4[CH2:35][CH2:36][CH2:37][CH2:38]4)[CH2:32][CH2:33]3)[cH:25][cH:24]2)[n:3][c:4]2[c:9]([cH:10][n:11]1)[N:8]([CH3:12])[C:7](=[O:13])[CH:6]([CH2:14][CH3:15])[N:5]2[CH:16]([CH3:17])[CH3:18]. Starting materials: C(=O)C=1C=CC=C2C=C(N(C12)C)C(=O)O (7-formyl-1-methyl-1H-indole-2-carboxylic acid), CN1C(CCC1)C(=O)N1CCNCC1 ((1-methyl-pyrrolidin-2-yl)-piperazin-1-yl-methanone), ClCCl.CO (dichloromethane methanol). Run in ClCCl.CO.O (dichloromethane methanol water). The product is CN1C(=CC2=CC=CC(=C12)CN1CCN(CC1)C(=O)[C@H]1N(CCC1)C)C(=O)O ((S)-1-methyl-7-[4-(1-methyl-pyrrolidine-2-carbonyl)-piperazin-1-ylmethyl]-1H-indole-2-carboxylic acid). As a reaction SMILES: [CH:1]([C:3]1[CH:4]=[CH:5][CH:6]=[C:7]2[C:11]=1[N:10]([CH3:12])[C:9]([C:13]([OH:15])=[O:14])=[CH:8]2)=O.[CH3:16][N:17]1[CH2:21][CH2:20][CH2:19][CH:18]1[C:22]([N:24]1[CH2:29][CH2:28][NH:27][CH2:26][CH2:25]1)=[O:23].ClCCl.CO>ClCCl.CO.O>[CH3:12][N:10]1[C:11]2[C:7](=[CH:6][CH:5]=[CH:4][C:3]=2[CH2:1][N:27]2[CH2:28][CH2:29][N:24]([C:22]([C@@H:18]3[CH2:19][CH2:20][CH2:21][N:17]3[CH3:16])=[O:23])[CH2:25][CH2:26]2)[CH:8]=[C:9]1[C:13]([OH:15])=[O:14] |f:2.3,4.5.6|. Reported procedure: 7-formyl-1-methyl-1H-indole-2-carboxylic acid and (1-methyl-pyrrolidin-2-yl)-piperazin-1-yl-methanone are used as reaction partners. After the reaction has ended the solvents are eliminated in vacuo and the residue is taken up in a little dichloromethane/methanol 80:20. The solution is added to a short layer of silica gel and sucked into a vacuum suction flask by the application of reduced pressure. Then dichloromethane/methanol/water 1:1:0.1 is added in several small batches and again the solut...